Dataset: the Open Reaction Database (ORD), a public repository of structured organic reaction records. Task: describe an organic reaction: reactants, conditions, products, and yield Starting materials: C=C1C2=C(OCC3=C1C=CC=C3)C=CC(=C2)C(=O)OC (methyl 11-methylene-6,11-dihydrodibenz[b,e]oxepin-2-carboxylate), CN1CCNCC1 (4-methylpiperazine), p-formaldehyde, FC(C(=O)O)(F)F (trifluoroacetic acid). The solvent is ClCC(Cl)(Cl)Cl (tetrachloroethane), ClCC(Cl)(Cl)Cl (tetrachloroethane). Run at temperature 60 celsius, time 2 hour. The product is CN1CCN(CC1)CC=C1C2=C(OCC3=C1C=CC=C3)C=CC(=C2)C(=O)OC (Methyl 11-[2-(4-methylpiperazino)ethylidene]-6,11-dihydrodibenz[b,e]oxepin-2-carboxylate). Reaction SMILES: [CH3:1][N:2]1[CH2:7][CH2:6][NH:5][CH2:4][CH2:3]1.F[C:9](F)(F)C(O)=O.[CH2:15]=[C:16]1[C:22]2[CH:23]=[CH:24][CH:25]=[CH:26][C:21]=2[CH2:20][O:19][C:18]2[CH:27]=[CH:28][C:29]([C:31]([O:33][CH3:34])=[O:32])=[CH:30][C:17]1=2>ClCC(Cl)(Cl)Cl>[CH3:1][N:2]1[CH2:7][CH2:6][N:5]([CH2:9][CH:15]=[C:16]2[C:22]3[CH:23]=[CH:24][CH:25]=[CH:26][C:21]=3[CH2:20][O:19][C:18]3[CH:27]=[CH:28][C:29]([C:31]([O:33][CH3:34])=[O:32])=[CH:30][C:17]2=3)[CH2:4][CH2:3]1. Procedure details: In this example, 1.5 ml of 4-methylpiperazine and 0.37 g of p-formaldehyde are dissolved in 100 ml of tetrachloroethane. To the solution is dropwise added 5 ml of trifluoroacetic acid. After stirring the mixture at 60° C. for 2 hours, a solution obtained by dissolving 1.8 g of methyl 11-methylene-6,11-dihydrodibenz[b,e]oxepin-2-carboxylate in 30 ml of tetrachloroethane is dropwise added thereto and the mixture is stirred at 90° C. for 3 hours. Reactants: CCc1cccc(CC)c1N, O=CCCl, [Na+], [Na+], O=C([O-])[O-]. Product: CCc1cccc(CC)c1NCC=O. RXN SMILES: [CH2:1]([CH3:2])[c:3]1[c:4]([NH2:5])[c:6]([CH2:10][CH3:11])[cH:7][cH:8][cH:9]1.[Cl:12][CH2:13][CH:14]=[O:15].[Na+:16].[Na+:17].[O-:18][C:19](=[O:20])[O-:21]>>[CH2:1]([CH3:2])[c:3]1[c:4]([NH:5][CH2:13][CH:14]=[O:15])[c:6]([CH2:10][CH3:11])[cH:7][cH:8][cH:9]1. Reactants: C1(C=2C(C(N1)=O)=CC=CC2)=O.[K] (potassium phthalimide), BrCC(OCC)OCC (2-bromo-1,1-diethoxy-ethane). Solvent: CN(C)C=O (DMF). Run at temperature 150 celsius. Product: C(C)OC(CN1C(C2=CC=CC=C2C1=O)=O)OCC (2-(2,2-diethoxyethyl)isoindoline-1,3-dione). Yield: 86.7%. As a reaction SMILES: [C:1]1(=[O:11])[NH:5][C:4](=[O:6])[C:3]2=[CH:7][CH:8]=[CH:9][CH:10]=[C:2]12.[K].Br[CH2:14][CH:15]([O:19][CH2:20][CH3:21])[O:16][CH2:17][CH3:18]>CN(C=O)C>[CH2:17]([O:16][CH:15]([O:19][CH2:20][CH3:21])[CH2:14][N:5]1[C:1](=[O:11])[C:2]2[C:3](=[CH:7][CH:8]=[CH:9][CH:10]=2)[C:4]1=[O:6])[CH3:18] |f:0.1,^1:11|. Reported procedure: A three-necked round-bottomed flask fitted with an efficient stirrer and a reflux condenser was charged with potassium phthalimide (150 g, 0.81 mol) and 2-bromo-1,1-diethoxy-ethane (196 g, 1.0 mol) and DMF (500 mL). The stirrer was started and the mixture was heated for about 3-4 h in an oil bath maintained at 150° C. The solvent DMF was removed under reduced pressure. The residue was purified by column chromatography to afford pure 2-(2,2-diethoxyethyl)isoindoline-1,3-dione (185 g, yield 87%). ... The reactants are Cc1ccccc1, CC(=O)CC(O)C(C)CSc1cccc(Cl)c1, Cc1ccc(S(=O)(=O)O)cc1. Product: CC(=O)C=CC(C)CSc1cccc(Cl)c1. Reaction SMILES: [CH3:29][c:30]1[cH:31][cH:32][cH:33][cH:34][cH:35]1.[Cl:1][c:2]1[cH:3][c:4]([S:8][CH2:9][CH:10]([CH:11]([CH2:12][C:13]([CH3:14])=[O:15])[OH:16])[CH3:17])[cH:5][cH:6][cH:7]1.[c:18]1([CH3:19])[cH:20][cH:21][c:22]([S:23]([OH:24])(=[O:25])=[O:26])[cH:27][cH:28]1>>[Cl:1][c:2]1[cH:3][c:4]([S:8][CH2:9][CH:10]([CH:11]=[CH:12][C:13]([CH3:14])=[O:15])[CH3:17])[cH:5][cH:6][cH:7]1.